This data is from the Open Reaction Database (ORD), a public repository of structured organic reaction records. The task is: describe an organic reaction: reactants, conditions, products, and yield Starting materials: CCOCC (ether), C(C1=CC=CC=C1)OC1=C(C=C2C(=CC=NC2=C1)Cl)C#N (7-benzyloxy-4-chloro-6-cyanoquinoline), ClC1=CC(=C(N)C=C1)F (4-chloro-2-fluoroaniline), Cl (hydrogen chloride). Solvent: C(C)(C)O (isopropanol). Yields the product Cl.C(C1=CC=CC=C1)OC1=C(C=C2C(=CC=NC2=C1)NC1=C(C=C(C=C1)Cl)F)C#N (7-benzyloxy-4-(4-chloro-2-fluoroanilino)-6-cyanoquinoline hydrochloride). Isolated yield 80.5%. As a reaction SMILES: [CH2:1]([O:8][C:9]1[CH:18]=[C:17]2[C:12]([C:13]([Cl:19])=[CH:14][CH:15]=[N:16]2)=[CH:11][C:10]=1[C:20]#[N:21])[C:2]1[CH:7]=[CH:6][CH:5]=[CH:4][CH:3]=1.[Cl:22][C:23]1[CH:29]=[CH:28][C:26]([NH2:27])=[C:25]([F:30])[CH:24]=1.Cl.CCOCC>C(O)(C)C>[ClH:19].[CH2:1]([O:8][C:9]1[CH:18]=[C:17]2[C:12]([C:13]([NH:27][C:26]3[CH:28]=[CH:29][C:23]([Cl:22])=[CH:24][C:25]=3[F:30])=[CH:14][CH:15]=[N:16]2)=[CH:11][C:10]=1[C:20]#[N:21])[C:2]1[CH:7]=[CH:6][CH:5]=[CH:4][CH:3]=1 |f:5.6|. Reported procedure: A suspension of 7-benzyloxy-4-chloro-6-cyanoquinoline (2 g, 6.8mmol), 4-chloro-2-fluoroaniline (1.1 g, 7.5 mmol) in isopropanol (50 ml) containing 1M ethereal hydrogen chloride (8 ml) was heated at reflux for 2 hours. After cooling to ambient temperature ether was added. The precipitate was collected by filtration, washed with isopropanol, followed by ether and dried under vacuum to give 7-benzyloxy-4-(4-chloro-2-fluoroanilino)-6-cyanoquinoline hydrochloride (2.41 g, 81%). The reactants are CCO, CC1(c2ccc3cc(OC4CCC(C(C)(F)F)CC4)ccc3c2)COC(=O)N1, [Li+], [OH-], O. Product: CC(N)(CO)c1ccc2cc(OC3CCC(C(C)(F)F)CC3)ccc2c1. Reaction SMILES: [CH3:31][CH2:32][OH:33].[F:1][C:2]([CH3:3])([F:4])[CH:5]1[CH2:6][CH2:7][CH:8]([O:11][c:12]2[cH:13][c:14]3[cH:15][cH:16][c:17]([C:22]4([CH3:28])[NH:23][C:24](=[O:27])[O:25][CH2:26]4)[cH:18][c:19]3[cH:20][cH:21]2)[CH2:9][CH2:10]1.[Li+:30].[OH-:29].[OH2:34]>>[F:1][C:2]([CH3:3])([F:4])[CH:5]1[CH2:6][CH2:7][CH:8]([O:11][c:12]2[cH:13][c:14]3[cH:15][cH:16][c:17]([C:22]([NH2:23])([CH2:26][OH:25])[CH3:28])[cH:18][c:19]3[cH:20][cH:21]2)[CH2:9][CH2:10]1. Reactants: FC(C)(C)C=1C=NC=C(C1)CO[Si](C(C)C)(C(C)C)C(C)C (3-(2-fluoropropan-2-yl)-5-((triisopropylsilyloxy)methyl)pyridine). The solvent is C1CCOC1 (THF). The product is FC(C)(C)C=1C=C(C=NC1)CO ((5-(2-fluoropropan-2-yl)pyridin-3-yl)methanol). As a reaction SMILES: [F:1][C:2]([C:5]1[CH:6]=[N:7][CH:8]=[C:9]([CH2:11][O:12][Si](C(C)C)(C(C)C)C(C)C)[CH:10]=1)([CH3:4])[CH3:3]>C1COCC1>[F:1][C:2]([C:5]1[CH:10]=[C:9]([CH2:11][OH:12])[CH:8]=[N:7][CH:6]=1)([CH3:4])[CH3:3]. Procedure details: To 2-(5-((triisopropylsilyloxy)methyl)pyridin-3-yl)propan-2-ol (1.1 g, 3.4 mmol) in DCM (30 mL) at −78° C. was added diethylaminosulfur trifluoride (DAST) (0.67 mL, 5.1 mmol) and stirred at the same temperature for 1 hr, then warmed to 0° C. for 3 hrs. The resulting mixture was quenched with MeOH and saturated aqueous NaHCO3. The mixture was extracted with EtOAc three times and dried with anhydrous NaSO4, filtered and concentrated to dryness. Careful purification by flash chromatography (silica ... The reactants are [Br-], [Zn+]Cc1ccccc1, C1CCOC1, COc1ccnc(Cl)n1, N#N, Cl[Pd]Cl, c1ccc(P(c2ccccc2)c2ccccc2)cc1, c1ccc(P(c2ccccc2)c2ccccc2)cc1. Yields the product COc1ccnc(Cc2ccccc2)n1. As a reaction SMILES: [Br-:12].[CH2:13]([c:14]1[cH:15][cH:16][cH:17][cH:18][cH:19]1)[Zn+:20].[CH2:21]1[O:22][CH2:23][CH2:24][CH2:25]1.[Cl:1][c:2]1[n:3][cH:4][cH:5][c:6]([O:8][CH3:9])[n:7]1.[N:10]#[N:11].[Pd:26]([Cl:27])[Cl:28].[c:29]1([P:30]([c:31]2[cH:32][cH:33][cH:34][cH:35][cH:36]2)[c:37]2[cH:38][cH:39][cH:40][cH:41][cH:42]2)[cH:43][cH:44][cH:45][cH:46][cH:47]1.[c:48]1([P:49]([c:50]2[cH:51][cH:52][cH:53][cH:54][cH:55]2)[c:56]2[cH:57][cH:58][cH:59][cH:60][cH:61]2)[cH:62][cH:63][cH:64][cH:65][cH:66]1>>[c:2]1([CH2:13][c:14]2[cH:15][cH:16][cH:17][cH:18][cH:19]2)[n:3][cH:4][cH:5][c:6]([O:8][CH3:9])[n:7]1. The reactants are ice water, Cl[Si](C)(C)C (chlorotrimethylsilane), [I-].[Na+] (sodium iodide), II (iodine), Cl[Si](C)(C)C (chlorotrimethylsilane), COC([C@H](CCCCCCCC)CCCCCC)=S ((S)-methyl-2-hexylthiodecanoate). The solvent is CCCCCC (hexane), C(C)#N (acetonitrile). Conditions: temperature 55 celsius, time 12 hour. The product is C(CCCCC)[C@H](C(=S)O)CCCCCCCC ((S)-2-hexylthiodecanoic acid). The yield is 90.0%. As a reaction SMILES: C[O:2][C:3](=[S:19])[C@@H:4]([CH2:13][CH2:14][CH2:15][CH2:16][CH2:17][CH3:18])[CH2:5][CH2:6][CH2:7][CH2:8][CH2:9][CH2:10][CH2:11][CH3:12].[I-].[Na+].II.Cl[Si](C)(C)C>CCCCCC.C(#N)C>[CH2:13]([C@@H:4]([CH2:5][CH2:6][CH2:7][CH2:8][CH2:9][CH2:10][CH2:11][CH3:12])[C:3]([OH:2])=[S:19])[CH2:14][CH2:15][CH2:16][CH2:17][CH3:18] |f:1.2|. Reported procedure: To a 12 L flask equipped with a condenser and overhead stirrer was added (S)-methyl-2-hexylthiodecanoate (302.5 g, 1.00 mol), and 3 L of dry acetonitrile. To this solution was added sodium iodide (600 g, 4.00 mol) and iodine (25.4 g, 0.10 mol) followed by chlorotrimethylsilane (543 g, 635 ml, 5.00 mol). The reaction was heated to an internal temperature of 55° C. After 12 hours, an additional portion of chlorotrimethylsilane (130 g, 152 mL, 1.20 mol) was added and heating continued for 8 hours. ... RXN SMILES: [CH3:23][C:24](=[O:25])[CH3:26].[F:14][C:15]([C:16](=[C:17]([F:18])[F:19])[F:20])([F:21])[F:22].[F:1][CH2:2][c:3]1[cH:4][c:5]([OH:11])[cH:6][c:7]([CH2:9][F:10])[cH:8]1.[Na+:13].[OH-:12].[OH2:27]>>[F:1][CH2:2][c:3]1[cH:4][c:5]([O:11][C:17]([CH:16]([C:15]([F:14])([F:21])[F:22])[F:20])([F:18])[F:19])[cH:6][c:7]([CH2:9][F:10])[cH:8]1. Yields the product FCc1cc(CF)cc(OC(F)(F)C(F)C(F)(F)F)c1. Reactants: CC(C)=O, FC(F)=C(F)C(F)(F)F, Oc1cc(CF)cc(CF)c1, [Na+], [OH-], O. The reactants are Cl (hydrochloride), O1C(CCC2=CC=CC=C12)C(=O)N1CCN(CC1)CC1=CC=CC=C1 (1-[(chroman-2-yl)carbonyl]-4-benzylpiperazine). Product: O1C(CCC2=CC=CC=C12)CN1CCN(CC1)CC1=CC=CC=C1 (1-[(chroman-2-yl)methyl]-4-benzylpiperazine). As a reaction SMILES: Cl.[O:2]1[C:11]2[C:6](=[CH:7][CH:8]=[CH:9][CH:10]=2)[CH2:5][CH2:4][CH:3]1[C:12]([N:14]1[CH2:19][CH2:18][N:17]([CH2:20][C:21]2[CH:26]=[CH:25][CH:24]=[CH:23][CH:22]=2)[CH2:16][CH2:15]1)=O>>[O:2]1[C:11]2[C:6](=[CH:7][CH:8]=[CH:9][CH:10]=2)[CH2:5][CH2:4][CH:3]1[CH2:12][N:14]1[CH2:15][CH2:16][N:17]([CH2:20][C:21]2[CH:22]=[CH:23][CH:24]=[CH:25][CH:26]=2)[CH2:18][CH2:19]1. Procedure: By carrying out the preparation in the same way as in Example 1, but starting with the hydrochloride of 1-[(chroman-2-yl)carbonyl]-4-benzylpiperazine obtained in Stage A, the title compound is obtained. Starting materials: CN(C1C(C2CCC1C2)C(=O)O)S(=O)(=O)C2=CC=C(C=C2)OCC2=CC1=CC=CC=C1C=C2 (3-{methyl-[4-(naphthalen-2-ylmethoxy)-benzenesulfonyl]-amino}-bicyclo[2.2.1]heptane-2-carboxylic acid), Cl.CN(CCCN=C=NCC)C (1-(3-dimethylaminopropyl)-3-ethylcarbodimide hydrochloride), ON1N=NC2=C1C=CC=C2 (1-hydroxybenzotriazole), NO (hydroxylamine). The solvent is C(C)(=O)OCC (ethyl acetate), CN(C)C=O (DMF). Conditions: time 20 hour. Product: ONC(=O)[C@H]1[C@@H]2CC[C@H]([C@H]1N(S(=O)(=O)C1=CC=C(C=C1)OCC1=CC3=CC=CC=C3C=C1)C)C2 ((1R,2S,3R,4S)-N-hydroxy-3-(methyl{[4-(2-naphthylmethoxy)phenyl]sulfonyl}amino)bicyclo[2.2.1]heptane-2-carboxamide). Isolated yield 50.0%. Reaction SMILES: [CH3:1][N:2]([S:13]([C:16]1[CH:21]=[CH:20][C:19]([O:22][CH2:23][C:24]2[CH:33]=[CH:32][C:31]3[C:26](=[CH:27][CH:28]=[CH:29][CH:30]=3)[CH:25]=2)=[CH:18][CH:17]=1)(=[O:15])=[O:14])[CH:3]1[CH:8]2[CH2:9][CH:5]([CH2:6][CH2:7]2)[CH:4]1[C:10](O)=[O:11].Cl.CN(C)CCCN=C=NCC.[OH:46][N:47]1C2C=CC=CC=2N=N1.NO>CN(C=O)C.C(OCC)(=O)C>[OH:46][NH:47][C:10]([C@@H:4]1[C@H:3]([N:2]([CH3:1])[S:13]([C:16]2[CH:21]=[CH:20][C:19]([O:22][CH2:23][C:24]3[CH:33]=[CH:32][C:31]4[C:26](=[CH:27][CH:28]=[CH:29][CH:30]=4)[CH:25]=3)=[CH:18][CH:17]=2)(=[O:15])=[O:14])[C@@H:8]2[CH2:9][C@H:5]1[CH2:6][CH2:7]2)=[O:11] |f:1.2|. Reported procedure: To a solution of 3-{methyl-[4-(naphthalen-2-ylmethoxy)-benzenesulfonyl]-amino}-bicyclo[2.2.1]heptane-2-carboxylic acid (125 mg, 0.268 mmol) in DMF (1 mL) were added 1-(3-dimethylaminopropyl)-3-ethylcarbodimide hydrochloride (103 mg, 0.536 mmol), 1-hydroxybenzotriazole (72.5 mg, 0.536 mmol) and hydroxylamine (50% in water, 82 μL, 1.34 mmol) at room temperature. The mixture was stirred for 20 h, diluted with ethyl acetate (5 mL), and washed with water (3×3 mL) and brine (3 mL). The organic layer w... RXN SMILES: [Al+3:2].[CH2:7]1[O:8][CH2:9][CH2:10][CH2:11]1.[CH:12](=[O:13])[NH:14][c:15]1[cH:16][cH:17][c:18]([O:21][C:22]23[CH2:23][CH:24]4[CH2:25][CH:26]([CH2:27][CH:28]([CH2:29]2)[CH2:30]4)[CH2:31]3)[cH:19][cH:20]1.[H-:1].[H-:4].[H-:5].[H-:6].[Li+:3].[Na+:33].[OH-:32].[OH2:34]>>[CH3:12][NH:14][c:15]1[cH:16][cH:17][c:18]([O:21][C:22]23[CH2:23][CH:24]4[CH2:25][CH:26]([CH2:27][CH:28]([CH2:29]2)[CH2:30]4)[CH2:31]3)[cH:19][cH:20]1. The reactants are [Al+3], C1CCOC1, O=CNc1ccc(OC23CC4CC(CC(C4)C2)C3)cc1, [H-], [H-], [H-], [H-], [Li+], [Na+], [OH-], O. Product: CNc1ccc(OC23CC4CC(CC(C4)C2)C3)cc1. The reactants are O=C1CCC2=C(N(C(=C21)C)C2=CC=CC=C2)C (4-oxo-1,3-dimethyl-2-phenyl-2,4,5,6-tetrahydrocyclopenta[c]pyrrole), [BH4-].[Na+] (sodium borohydride), ice water. Solvent: C(C)O (ethanol). Reaction conditions: time 8 hour. Product: OC1CCC2=C(N(C(=C21)C)C2=CC=CC=C2)C (4-hydroxy-1,3-dimethyl-2-phenyl-2,4,5,6-tetrahydrocyclopenta[c]pyrrole). As a reaction SMILES: [O:1]=[C:2]1[C:9]2[C:5](=[C:6]([CH3:17])[N:7]([C:11]3[CH:16]=[CH:15][CH:14]=[CH:13][CH:12]=3)[C:8]=2[CH3:10])[CH2:4][CH2:3]1.[BH4-].[Na+]>C(O)C>[OH:1][CH:2]1[C:9]2[C:5](=[C:6]([CH3:17])[N:7]([C:11]3[CH:16]=[CH:15][CH:14]=[CH:13][CH:12]=3)[C:8]=2[CH3:10])[CH2:4][CH2:3]1 |f:1.2|. Reported procedure: A solution of 1.5 g. (0.067 mole) of 4-oxo-1,3-dimethyl-2-phenyl-2,4,5,6-tetrahydrocyclopenta[c]pyrrole, described above in Example 10, and 254 mg. (0.0067 mole) of sodium borohydride in 15 ml. of ethanol was stirred for sixteen hours at 0°-5° C., then for an additional eight hours at ambient temperature and poured into ice/water. The mixture was extracted with ether, and the ether extracts were dried and evaporated to dryness to give 4-hydroxy-1,3-dimethyl-2-phenyl-2,4,5,6-tetrahydrocyclopenta[...